From a dataset of the Open Reaction Database (ORD), a public repository of structured organic reaction records. describe an organic reaction: reactants, conditions, products, and yield Starting materials: Cl (hydrochloric acid), BrC=1C=C(C=CC1)CC(CN(C)C)=O (1-(3-bromo-phenyl)-3-dimethylamino-propanone), [Cl-].NC(=[NH2+])N (guanidinium chloride), [O-]CC.[Na+] (sodium ethoxide). Run in CCO (EtOH). Product: BrC=1C=C(C=CC1)C1=NC(=NC=C1)N (4-(3-bromo-phenyl)-pyrimidin-2-ylamine). Yield: 31.5%. As a reaction SMILES: [Br:1][C:2]1[CH:3]=[C:4]([CH2:8][C:9](=O)[CH2:10]N(C)C)[CH:5]=[CH:6][CH:7]=1.[Cl-].[NH2:16][C:17]([NH2:19])=[NH2+:18].[O-]CC.[Na+].Cl>CCO>[Br:1][C:2]1[CH:3]=[C:4]([C:8]2[CH:9]=[CH:10][N:16]=[C:17]([NH2:19])[N:18]=2)[CH:5]=[CH:6][CH:7]=1 |f:1.2,3.4|. Procedure: Combine 1-(3-bromo-phenyl)-3-dimethylamino-propanone (3.00 g, 11.8 mmol) and guanidinium chloride (1.12 g, 11.8 mmol), sodium ethoxide (5 mL, 21% wt solution in ethanol), absolute EtOH (24 mL) and heat to reflux overnight. Cool to room temperature and pour into 1% hydrochloric acid (200 mL). Extract with ethyl acetate, dry over sodium sulfate and condense to afford 4-(3-bromo-phenyl)-pyrimidin-2-ylamine (930 mg, 3.72 mmol) as a white solid. MS (m/z): 250.2 (M). Yields the product CCOC(=O)Cc1ccc(Oc2ccc3c(cc(C)n3C)c2[N+](=O)[O-])c(OC)c1. The reactants are O=C([O-])[O-], CCOC(=O)Cc1ccc(Oc2ccc3[nH]c(C)cc3c2[N+](=O)[O-])c(OC)c1, CN(C)C=O, [Cs+], [Cs+], CI, O=C(O)CC(O)(CC(=O)O)C(=O)O. As a reaction SMILES: [C:31](=[O:32])([O-:33])[O-:34].[CH3:1][O:2][c:3]1[cH:4][c:5]([CH2:23][C:24](=[O:25])[O:26][CH2:27][CH3:28])[cH:6][cH:7][c:8]1[O:9][c:10]1[c:11]([N+:20](=[O:21])[O-:22])[c:12]2[cH:13][c:14]([CH3:19])[nH:15][c:16]2[cH:17][cH:18]1.[CH3:50][N:51]([CH3:52])[CH:53]=[O:54].[Cs+:35].[Cs+:36].[I:29][CH3:30].[OH:37][C:38]([CH2:39][C:40]([C:41](=[O:42])[OH:43])([CH2:44][C:45](=[O:46])[OH:47])[OH:48])=[O:49]>>[CH3:1][O:2][c:3]1[cH:4][c:5]([CH2:23][C:24](=[O:25])[O:26][CH2:27][CH3:28])[cH:6][cH:7][c:8]1[O:9][c:10]1[c:11]([N+:20](=[O:21])[O-:22])[c:12]2[cH:13][c:14]([CH3:19])[n:15]([CH3:31])[c:16]2[cH:17][cH:18]1.